This data is from the Open Reaction Database (ORD), a public repository of structured organic reaction records. The task is: describe an organic reaction: reactants, conditions, products, and yield Starting materials: ClC1=CC=C(CN2C(=C(C3=CC(=CC=C23)O)C)CCC(=O)O)C=C1 (3-[1-p-Chlorobenzyl-5-hydroxy-3-methylindol-2-yl]-propionic acid), C([O-])([O-])=O.[K+].[K+] (potassium carbonate), C(C=C)Br (allyl bromine). The solvent is CC(=O)C (dimethyl ketone), O (water). The product is ClC1=CC=C(CN2C(=C(C3=CC(=CC=C23)OCC=C)C)CCC(=O)O)C=C1 (3-[1-(4-chlorobenzyl)-3-methyl-5-prop-2-enoxyindol-2-yl]-propanoic acid). As a reaction SMILES: [Cl:1][C:2]1[CH:24]=[CH:23][C:5]([CH2:6][N:7]2[C:15]3[C:10](=[CH:11][C:12]([OH:16])=[CH:13][CH:14]=3)[C:9]([CH3:17])=[C:8]2[CH2:18][CH2:19][C:20]([OH:22])=[O:21])=[CH:4][CH:3]=1.C(=O)([O-])[O-].[K+].[K+].[CH2:31](Br)[CH:32]=[CH2:33]>CC(C)=O.O>[Cl:1][C:2]1[CH:24]=[CH:23][C:5]([CH2:6][N:7]2[C:15]3[C:10](=[CH:11][C:12]([O:16][CH2:33][CH:32]=[CH2:31])=[CH:13][CH:14]=3)[C:9]([CH3:17])=[C:8]2[CH2:18][CH2:19][C:20]([OH:22])=[O:21])=[CH:4][CH:3]=1 |f:1.2.3|. Reported procedure: Using 845 mg of the product of Example 23 as starting material, diluted in 23 ml of dimethyl ketone, 476 mg of potassium carbonate and 225 μl of allyl bromine was added. The reaction was refluxed overnight. The reaction was then diluted with water and the acetone removed in vacuo. Then the reaction was extracted with CH3CO2Et and the organic phase was dried and concentrated to yield after flash chromatography (hexane 8, ethyl acetate 2) 790 mg of the compound, which was then hydrolyzed following... The reactants are CC=1C=C(C(=O)O)C=CC1[N+](=O)[O-] (3-methyl-4-nitrobenzoic acid), CN(C=O)C (N,N-dimethylformamide), C([O-])(O)=O.[Na+] (sodium bicarbonate), ICC (iodoethane). The solvent is O (water). Run at temperature 70 celsius, time 18 hour. Yields the product CC=1C=C(C(=O)OCC)C=CC1[N+](=O)[O-] (Ethyl 3-methyl-4-nitrobenzoate). Isolated yield 91.3%. RXN SMILES: [CH3:1][C:2]1[CH:3]=[C:4]([CH:8]=[CH:9][C:10]=1[N+:11]([O-:13])=[O:12])[C:5]([OH:7])=[O:6].CN(C)C=O.C(=O)(O)[O-].[Na+].I[CH2:25][CH3:26]>O>[CH3:1][C:2]1[CH:3]=[C:4]([CH:8]=[CH:9][C:10]=1[N+:11]([O-:13])=[O:12])[C:5]([O:7][CH2:25][CH3:26])=[O:6] |f:2.3|. Procedure details: A mixture of 3-methyl-4-nitrobenzoic acid (1) (362.3 g, 2.0 mol), N,N-dimethylformamide (2000 mL), sodium bicarbonate (200 g, 2.38 mol) and iodoethane (623.9 g, 4.0 mol) was stirred at 70° C. for 18 h. The mixture was allowed to cool to room temperature and poured into water (2000 mL. The resulting solid was collected by filtration, washed with water and dried. The solid was washed further with hexane and dried to provide the title product (382.1 g, 91%) as an off-white solid: mp 51°-52.5° C.; 1... Reactants: C(C1=CC=CC=C1)(=O)Cl (benzoyl chloride), NC1=NN=C(O1)C1=CC=C(S1)CN1CCCCCC1 (1-[5-(5-Amino-1,3,4-oxadiazol-2-yl)-2-thenyl]hexahydro-1H-azepine). The solvent is N1=CC=CC=C1 (pyridine). Reaction conditions: temperature 80 celsius, time 10 day. Yields the product Cl.N1(CCCCCC1)CC1=CC=C(S1)C1=NN=C(O1)NC(C1=CC=CC=C1)=O (N-[5-[5-[(Hexahydro-1H-azepin-1-yl)methyl]-2-thienyl]-1,3,4-oxadiazol-2-yl]benzamide hydrochloride). Yield: 57.5%. RXN SMILES: [C:1]([Cl:9])(=[O:8])[C:2]1[CH:7]=[CH:6][CH:5]=[CH:4][CH:3]=1.[NH2:10][C:11]1[O:15][C:14]([C:16]2[S:20][C:19]([CH2:21][N:22]3[CH2:28][CH2:27][CH2:26][CH2:25][CH2:24][CH2:23]3)=[CH:18][CH:17]=2)=[N:13][N:12]=1>N1C=CC=CC=1>[ClH:9].[N:22]1([CH2:21][C:19]2[S:20][C:16]([C:14]3[O:15][C:11]([NH:10][C:1](=[O:8])[C:2]4[CH:7]=[CH:6][CH:5]=[CH:4][CH:3]=4)=[N:12][N:13]=3)=[CH:17][CH:18]=2)[CH2:23][CH2:24][CH2:25][CH2:26][CH2:27][CH2:28]1 |f:3.4|. Procedure details: 1.8 ml (15.0 mmol) of benzoyl chloride was added to 15 ml of pyridine solution containing 278 mg (1.0 mmol) of the compound of Example 43, and the mixture was stirred at 80° C. for 10 days. The reaction solution was concentrated under a reduced pressure, chloroform was added to the resulting residue, followed by washing with water and drying over anhydrous magnesium sulfate. The solvent was evaporated, the resulting residue was purified by a silica gel column chromatography. Then, the resulting ... The reactants are CCOC(C)=O, [H][H], COC1CC2(C)C(CCC3C4CC(C)=C(C(C)=O)C4(C)CC(=O)C32)CC1O. Product: COC1CC2(C)C(CCC3C4CC(C)C(C(C)=O)C4(C)CC(=O)C32)CC1O. As a reaction SMILES: [CH3:30][CH2:31][O:32][C:33](=[O:34])[CH3:35].[H:28][H:29].[OH:1][CH:2]1[CH2:3][CH:4]2[CH2:5][CH2:6][CH:7]3[CH:8]4[CH2:9][C:10]([CH3:27])=[C:11]([C:12]([CH3:13])=[O:14])[C:15]4([CH3:26])[CH2:16][C:17](=[O:25])[CH:18]3[C:19]2([CH3:24])[CH2:20][CH:21]1[O:22][CH3:23]>>[OH:1][CH:2]1[CH2:3][CH:4]2[CH2:5][CH2:6][CH:7]3[CH:8]4[CH2:9][CH:10]([CH3:27])[CH:11]([C:12]([CH3:13])=[O:14])[C:15]4([CH3:26])[CH2:16][C:17](=[O:25])[CH:18]3[C:19]2([CH3:24])[CH2:20][CH:21]1[O:22][CH3:23]. The reactants are NC1=NC(=CC(=N1)Cl)N (2,6-diamino-4-chloropyrimidine), C(C)(C)(C)OC(=O)N1CCNCC1 (1- (tert-butoxycarbonyl)piperazine). The solvent is ClC1=CC=CC=C1 (chlorobenzene). Yields the product C(C)(C)(C)OC(=O)N1CCN(CC1)C1=NC(=NC(=C1)N)N (1-(Tert-butoxycarbonyl)-4-(2,6-diamino-4-pyrimidinyl)piperazine). Isolated yield 90.4%. As a reaction SMILES: [NH2:1][C:2]1[N:7]=[C:6](Cl)[CH:5]=[C:4]([NH2:9])[N:3]=1.[C:10]([O:14][C:15]([N:17]1[CH2:22][CH2:21][NH:20][CH2:19][CH2:18]1)=[O:16])([CH3:13])([CH3:12])[CH3:11]>ClC1C=CC=CC=1>[C:10]([O:14][C:15]([N:17]1[CH2:22][CH2:21][N:20]([C:6]2[CH:5]=[C:4]([NH2:9])[N:3]=[C:2]([NH2:1])[N:7]=2)[CH2:19][CH2:18]1)=[O:16])([CH3:13])([CH3:11])[CH3:12]. Procedure: A mixture of 2,6-diamino-4-chloropyrimidine (2.88 g, 20 mmol) and 1- (tert-butoxycarbonyl)piperazine (5.6 g, 30 mmol) in chlorobenzene (30 ml) was stirred under reflux for 3 hours. After cooling the formed precipitate was collected and stirred with aqueous 1N NaOH (63 ml) at room temperature for 15 minutes. The solids were collected, washed with water and dried, yield: 90.4%, mp. 176°-179° C. The reactants are BrB(Br)Br, ClCCl, Cl, COc1cc([N+](=O)[O-])c(C(F)(F)F)cc1F, O. Product: O=[N+]([O-])c1cc(O)c(F)cc1C(F)(F)F. RXN SMILES: [B:1]([Br:2])([Br:3])[Br:4].[Cl:23][CH2:24][Cl:25].[ClH:22].[F:5][c:6]1[c:7]([O:19][CH3:20])[cH:8][c:9]([N+:16](=[O:17])[O-:18])[c:10]([C:12]([F:13])([F:14])[F:15])[cH:11]1.[OH2:21]>>[F:5][c:6]1[c:7]([OH:19])[cH:8][c:9]([N+:16](=[O:17])[O-:18])[c:10]([C:12]([F:13])([F:14])[F:15])[cH:11]1. Reactants: C(C)(=O)C=1C=NC2=CC=C(C=C2C1N[C@@H]1CC[C@H](CC1)NC(OC(C)(C)C)=O)Br (tert-butyl trans-4-(3-acetyl-6-bromoquinolin-4-ylamino)cyclohexylcarbamate), ClC1=C(C(=CC(=C1)B1CC(C(C1)(C)C)(C)C)OC)O (2-chloro-6-methoxy-4-(3,3,4,4-tetramethylborolan-1-yl)phenol). The product is C(C)(=O)C=1C=NC2=CC=C(C=C2C1N[C@@H]1CC[C@H](CC1)NC(OC(C)(C)C)=O)C1=CC(=C(C(=C1)OC)O)Cl (tert-Butyl trans-4-[3-acetyl-6-(3-chloro-4-hydroxy-5-methoxyphenyl)quinolin-4-ylamino]cyclohexylcarbamate). The yield is 64.8%. Reaction SMILES: [C:1]([C:4]1[CH:5]=[N:6][C:7]2[C:12]([C:13]=1[NH:14][C@H:15]1[CH2:20][CH2:19][C@H:18]([NH:21][C:22](=[O:28])[O:23][C:24]([CH3:27])([CH3:26])[CH3:25])[CH2:17][CH2:16]1)=[CH:11][C:10](Br)=[CH:9][CH:8]=2)(=[O:3])[CH3:2].[Cl:30][C:31]1[CH:36]=[C:35](B2CC(C)(C)C(C)(C)C2)[CH:34]=[C:33]([O:46][CH3:47])[C:32]=1[OH:48]>>[C:1]([C:4]1[CH:5]=[N:6][C:7]2[C:12]([C:13]=1[NH:14][C@H:15]1[CH2:20][CH2:19][C@H:18]([NH:21][C:22](=[O:28])[O:23][C:24]([CH3:27])([CH3:26])[CH3:25])[CH2:17][CH2:16]1)=[CH:11][C:10]([C:35]1[CH:34]=[C:33]([O:46][CH3:47])[C:32]([OH:48])=[C:31]([Cl:30])[CH:36]=1)=[CH:9][CH:8]=2)(=[O:3])[CH3:2]. Procedure details: Following general procedure D, tert-butyl trans-4-(3-acetyl-6-bromoquinolin-4-ylamino)cyclohexylcarbamate (56 mg, 0.200 mmol) was reacted with 2-chloro-6-methoxy-4-(3,3,4,4-tetramethylborolan-1-yl)phenol (47 mg, 0.100 mmol) to afford the desired product (35 mg, 65%) as a yellow solid: ESI MS m/z 541 [C29H34ClN3O5+H]+.